Dataset: the Open Reaction Database (ORD), a public repository of structured organic reaction records. Task: describe an organic reaction: reactants, conditions, products, and yield The product is CC(C)(C)OC(=O)N=Cc1cccc(C(F)(F)F)c1. As a reaction SMILES: [C:1](=[O:2])([O-:3])[O-:4].[CH2:35]1[O:36][CH2:37][CH2:38][CH2:39]1.[K+:5].[K+:6].[c:7]1([S:8](=[O:9])(=[O:10])[CH:16]([c:17]2[cH:18][c:19]([C:23]([F:24])([F:25])[F:26])[cH:20][cH:21][cH:22]2)[NH:27][C:28]([O:29][C:30]([CH3:31])([CH3:32])[CH3:33])=[O:34])[cH:11][cH:12][cH:13][cH:14][cH:15]1>>[CH:16]([c:17]1[cH:18][c:19]([C:23]([F:24])([F:25])[F:26])[cH:20][cH:21][cH:22]1)=[N:27][C:28]([O:29][C:30]([CH3:31])([CH3:32])[CH3:33])=[O:34]. Reactants: O=C([O-])[O-], C1CCOC1, [K+], [K+], CC(C)(C)OC(=O)NC(c1cccc(C(F)(F)F)c1)S(=O)(=O)c1ccccc1. Reactants: CCOC(=O)N1c2ccc(OC)nc2C(Nc2ncc(NC(=O)CCCCl)c(Cc3cc(C(F)(F)F)cc(C(F)(F)F)c3)n2)CC1CC, CN(C)C=O, [H-], [Na+], O. Yields the product CCOC(=O)N1c2ccc(OC)nc2C(Nc2ncc(N3CCCC3=O)c(Cc3cc(C(F)(F)F)cc(C(F)(F)F)c3)n2)CC1CC. Reaction SMILES: [CH2:1]([CH3:2])[O:3][C:4](=[O:5])[N:6]1[CH:7]([CH2:47][CH3:48])[CH2:8][CH:9]([NH:18][c:19]2[n:20][cH:21][c:22]([NH:40][C:41]([CH2:42][CH2:43][CH2:44][Cl:45])=[O:46])[c:23]([CH2:25][c:26]3[cH:27][c:28]([C:36]([F:37])([F:38])[F:39])[cH:29][c:30]([C:32]([F:33])([F:34])[F:35])[cH:31]3)[n:24]2)[c:10]2[n:11][c:12]([O:16][CH3:17])[cH:13][cH:14][c:15]21.[CH3:52][N:53]([CH3:54])[CH:55]=[O:56].[H-:49].[Na+:50].[OH2:51]>>[CH2:1]([CH3:2])[O:3][C:4](=[O:5])[N:6]1[CH:7]([CH2:47][CH3:48])[CH2:8][CH:9]([NH:18][c:19]2[n:20][cH:21][c:22]([N:40]3[C:41](=[O:46])[CH2:42][CH2:43][CH2:44]3)[c:23]([CH2:25][c:26]3[cH:27][c:28]([C:36]([F:37])([F:38])[F:39])[cH:29][c:30]([C:32]([F:33])([F:34])[F:35])[cH:31]3)[n:24]2)[c:10]2[n:11][c:12]([O:16][CH3:17])[cH:13][cH:14][c:15]21. RXN SMILES: [C:1](#[CH:2])[c:3]1[n:4][c:5]([CH3:9])[cH:6][cH:7][cH:8]1.[CH2:10]([Li:11])[CH2:12][CH2:13][CH3:14].[CH2:21]1[O:22][CH2:23][CH2:24][CH2:25]1.[Cl-:26].[Cl:15][C:16](=[O:17])[O:18][CH2:19][CH3:20].[NH4+:27]>>[C:1](#[C:2][C:16](=[O:17])[O:18][CH2:19][CH3:20])[c:3]1[n:4][c:5]([CH3:9])[cH:6][cH:7][cH:8]1. Product: CCOC(=O)C#Cc1cccc(C)n1. Starting materials: C#Cc1cccc(C)n1, [Li]CCCC, C1CCOC1, [Cl-], CCOC(=O)Cl, [NH4+]. Reactants: COc1ccc(N)c(OC)c1, COC1CCC(N)C(OC)C1, COC1CCC(N=C=O)C(OC)C1, CO, O=C(Cl)Cl, O=c1[nH]cc(F)c(=O)[nH]1, [H][H], [N-]=C=O, O=[Ru], c1ccncc1. Yields the product COC1CCC(NC(=O)n2cc(F)c(=O)[nH]c2=O)C(OC)C1. RXN SMILES: [CH3:12][O:13][c:14]1[cH:15][c:16]([O:17][CH3:18])[cH:19][cH:20][c:21]1[NH2:22].[CH3:1][O:2][CH:3]1[CH2:4][CH:5]([O:6][CH3:7])[CH2:8][CH2:9][CH:10]1[NH2:11].[CH3:29][O:30][CH:31]1[CH:32]([N:39]=[C:40]=[O:41])[CH2:33][CH2:34][CH:35]([O:37][CH3:38])[CH2:36]1.[CH3:56][OH:57].[Cl:25][C:26](=[O:27])[Cl:28].[F:45][c:46]1[c:47](=[O:53])[nH:48][c:49](=[O:52])[nH:50][cH:51]1.[H:23][H:24].[N-:42]=[C:43]=[O:44].[Ru:54]=[O:55].[cH:58]1[cH:59][cH:60][n:61][cH:62][cH:63]1>>[CH3:29][O:30][CH:31]1[CH:32]([NH:39][C:40](=[O:41])[n:50]2[c:49](=[O:52])[nH:48][c:47](=[O:53])[c:46]([F:45])[cH:51]2)[CH2:33][CH2:34][CH:35]([O:37][CH3:38])[CH2:36]1. Reactants: [Li]CCCC, CC1=CCc2ccccc21, CC1=Cc2cccc([Si](C)(C)Cl)c2C1, N#C[Cu], O. Yields the product CC1=Cc2cccc([Si](C)(C)C3C=C(C)c4ccccc43)c2C1. RXN SMILES: [CH3:11][CH2:12][CH2:13][CH2:14][Li:15].[CH3:1][C:2]1=[CH:3][CH2:4][c:5]2[cH:6][cH:7][cH:8][cH:9][c:10]21.[Cl:19][Si:20]([c:21]1[cH:22][cH:23][cH:24][c:25]2[c:29]1[CH2:28][C:27]([CH3:30])=[CH:26]2)([CH3:31])[CH3:32].[Cu:16][C:17]#[N:18].[OH2:33]>>[CH3:1][C:2]1=[CH:3][CH:4]([Si:20]([c:21]2[cH:22][cH:23][cH:24][c:25]3[c:29]2[CH2:28][C:27]([CH3:30])=[CH:26]3)([CH3:31])[CH3:32])[c:5]2[cH:6][cH:7][cH:8][cH:9][c:10]21.